The task is: describe an organic reaction: reactants, conditions, products, and yield. This data is from the Open Reaction Database (ORD), a public repository of structured organic reaction records. Reactants: CC1CN(Cc2ccccc2)CCC1(O)c1c(F)c(F)c(F)c2ccoc12, O, Cc1ccc(S(=O)(=O)O)cc1. Product: CC1CN(Cc2ccccc2)CC=C1c1c(F)c(F)c(F)c2ccoc12. RXN SMILES: [CH2:1]([c:2]1[cH:3][cH:4][cH:5][cH:6][cH:7]1)[N:8]1[CH2:9][CH:10]([CH3:27])[C:11]([c:14]2[c:15]([F:25])[c:16]([F:24])[c:17]([F:23])[c:18]3[cH:19][cH:20][o:21][c:22]23)([OH:26])[CH2:12][CH2:13]1.[OH2:28].[c:29]1([CH3:30])[cH:31][cH:32][c:33]([S:34]([OH:35])(=[O:36])=[O:37])[cH:38][cH:39]1>>[CH2:1]([c:2]1[cH:3][cH:4][cH:5][cH:6][cH:7]1)[N:8]1[CH2:9][CH:10]([CH3:27])[C:11]([c:14]2[c:15]([F:25])[c:16]([F:24])[c:17]([F:23])[c:18]3[cH:19][cH:20][o:21][c:22]23)=[CH:12][CH2:13]1. Product: CC(C)COC(=O)C(C)NC(=O)Cc1ccsc1. Reaction SMILES: [CH2:10]([CH:11]([CH3:12])[CH3:13])[O:14][C:15]([CH:16]([NH2:17])[CH3:18])=[O:19].[s:1]1[cH:2][c:3]([CH2:6][C:7](=[O:8])[OH:9])[cH:4][cH:5]1>>[s:1]1[cH:2][c:3]([CH2:6][C:7](=[O:9])[NH:17][CH:16]([C:15]([O:14][CH2:10][CH:11]([CH3:12])[CH3:13])=[O:19])[CH3:18])[cH:4][cH:5]1. Starting materials: CC(C)COC(=O)C(C)N, O=C(O)Cc1ccsc1. Reactants: C(C1=CC=CC=C1)OC1=C(C=C(C(=C1)OCC1=CC=CC=C1)Cl)C1=C(C(=NO1)C)C=1C=C(C=O)C=CC1 (3-[5-(2,4-Bis-benzyloxy-5-chloro-phenyl)-3-methyl-isoxazol-4-yl]-benzaldehyde), N1CCOCC1 (morpholine), ClCCCl (DCE), C(C)(=O)O[BH-](OC(C)=O)OC(C)=O.[Na+] (Sodium triacetoxyborohydride), C(C)(=O)O[BH-](OC(C)=O)OC(C)=O.[Na+] (sodium triacetoxyborohydride). The solvent is C(C)(=O)O (acetic acid). Run at time 8 hour. The product is C(C1=CC=CC=C1)OC1=C(C=C(C(=C1)OCC1=CC=CC=C1)Cl)C1=C(C(=NO1)C)C=1C=C(CN2CCOCC2)C=CC1 (4-{3-[5-(2,4-Bis-benzyloxy-5-chloro-phenyl)-3-methyl-isoxazol-4-yl]-benzyl}-morpholine). Reaction SMILES: [CH2:1]([O:8][C:9]1[CH:14]=[C:13]([O:15][CH2:16][C:17]2[CH:22]=[CH:21][CH:20]=[CH:19][CH:18]=2)[C:12]([Cl:23])=[CH:11][C:10]=1[C:24]1[O:28][N:27]=[C:26]([CH3:29])[C:25]=1[C:30]1[CH:31]=[C:32]([CH:35]=[CH:36][CH:37]=1)[CH:33]=O)[C:2]1[CH:7]=[CH:6][CH:5]=[CH:4][CH:3]=1.[NH:38]1[CH2:43][CH2:42][O:41][CH2:40][CH2:39]1.ClCCCl.C(O[BH-](OC(=O)C)OC(=O)C)(=O)C.[Na+]>C(O)(=O)C>[CH2:1]([O:8][C:9]1[CH:14]=[C:13]([O:15][CH2:16][C:17]2[CH:18]=[CH:19][CH:20]=[CH:21][CH:22]=2)[C:12]([Cl:23])=[CH:11][C:10]=1[C:24]1[O:28][N:27]=[C:26]([CH3:29])[C:25]=1[C:30]1[CH:31]=[C:32]([CH:35]=[CH:36][CH:37]=1)[CH2:33][N:38]1[CH2:43][CH2:42][O:41][CH2:40][CH2:39]1)[C:2]1[CH:7]=[CH:6][CH:5]=[CH:4][CH:3]=1 |f:3.4|. Procedure: 3-[5-(2,4-Bis-benzyloxy-5-chloro-phenyl)-3-methyl-isoxazol-4-yl]-benzaldehyde (25 mg, 0.05 mmol) and morpholine (0.3 ml) were mixed with DCE (0.5 ml) in an microwave tube. Sodium triacetoxyborohydride (15 mg, 1.4 equiv) was added, the tube sealed, and nitrogen atmosphere introduced. After 1 hr more sodium triacetoxyborohydride (15 mg) was added and the reaction left stirring overnight. TLC analysis showed that the reaction had not gone to completion so a drop of acetic acid was added and the rea...